From a dataset of the Open Reaction Database (ORD), a public repository of structured organic reaction records. describe an organic reaction: reactants, conditions, products, and yield Reactants: C(C)(C)(C)OC(=O)N1CCC(CC1)NC(C1=CC(=CC(=C1)OC)OCC1OC(OC1)(C)C)=O (rac-4-[3-(2,2-dimethyl-[1,3]dioxolan-4-ylmethoxy)-5-methoxy-benzoylamino]-piperidine-1-carboxylic acid tert-butyl ester), FC(C(=O)O)(F)F (trifluoroacetic acid). The solvent is C(Cl)Cl (MeCl2). Reaction conditions: time 16 hour. Product: FC(C(=O)O)(F)F.OC(COC=1C=C(C(=O)NC2CCNCC2)C=C(C1)OC)CO (rac-3-(2,3-Dihydroxy-propoxy)-5-methoxy-N-piperidin-4-yl-benzamide trifluoroacetate). Isolated yield 136.9%. RXN SMILES: C(OC([N:8]1[CH2:13][CH2:12][CH:11]([NH:14][C:15](=[O:33])[C:16]2[CH:21]=[C:20]([O:22][CH3:23])[CH:19]=[C:18]([O:24][CH2:25][CH:26]3[CH2:30][O:29]C(C)(C)[O:27]3)[CH:17]=2)[CH2:10][CH2:9]1)=O)(C)(C)C.[F:34][C:35]([F:40])([F:39])[C:36]([OH:38])=[O:37]>C(Cl)Cl>[F:34][C:35]([F:40])([F:39])[C:36]([OH:38])=[O:37].[OH:27][CH:26]([CH2:30][OH:29])[CH2:25][O:24][C:18]1[CH:17]=[C:16]([CH:21]=[C:20]([O:22][CH3:23])[CH:19]=1)[C:15]([NH:14][CH:11]1[CH2:12][CH2:13][NH:8][CH2:9][CH2:10]1)=[O:33] |f:3.4|. Procedure details: 1.45 g (3.1 mmol) of rac-4-[3-(2,2-dimethyl-[1,3]dioxolan-4-ylmethoxy)-5-methoxy-benzoylamino]-piperidine-1-carboxylic acid tert-butyl ester was dissolved in 14 mL of MeCl2; while stirring, 2.39 mL (3.559 g=31.2 mmol) of trifluoroacetic acid was added drop by drop. After 16 hours, the reaction mixture was warmed up to reflux and stirred for another 21 hours; it was then evaporated and dried at high vacuum to yield 1.86 g of the crude title compound, which was used without further purification. M... Reactants: [H-].[Na+] (NaH), Br\C(\C=O)=C(/C)\C1=CC=2C(CCC(C2C=C1)(C)C)(C)C ((E)-2-bromo-3-(5,5,8,8-tetramethyl-5,6,7,8-tetrahydro-naphthalen-2-yl)-but-2-enal), C(C)OC(\C=C(\CP(=O)(OCC)OCC)/C)=O (4-(diethoxyphosphinyl)-3-methyl-crotonic acid ethyl ester). The solvent is C1CCOC1 (THF), C1CCOC1 (THF). Reaction conditions: time 1 hour. The product is C(C)OC(\C=C(\C=C\C(=C(\C)/C1=CC=2C(CCC(C2C=C1)(C)C)(C)C)\Br)/C)=O ((2E,4E,6E)-6-bromo-3-methyl-7-(5,5,8,8-tetramethyl-5,6,7,8-tetrahydro-naphthalen-2-yl)-octa-2,4,6-trienoic acid ethyl ester). Yield: 38.1%. As a reaction SMILES: [H-].[Na+].[CH2:3]([O:5][C:6](=[O:19])/[CH:7]=[C:8](\[CH3:18])/[CH2:9]P(OCC)(OCC)=O)[CH3:4].[Br:20]/[C:21](=[C:24](/[C:26]1[CH:35]=[CH:34][C:33]2[C:32]([CH3:37])([CH3:36])[CH2:31][CH2:30][C:29]([CH3:39])([CH3:38])[C:28]=2[CH:27]=1)\[CH3:25])/[CH:22]=O>C1COCC1>[CH2:3]([O:5][C:6](=[O:19])/[CH:7]=[C:8](\[CH3:18])/[CH:9]=[CH:22]/[C:21](/[Br:20])=[C:24](\[C:26]1[CH:35]=[CH:34][C:33]2[C:32]([CH3:37])([CH3:36])[CH2:31][CH2:30][C:29]([CH3:39])([CH3:38])[C:28]=2[CH:27]=1)/[CH3:25])[CH3:4] |f:0.1|. Procedure: 290 mg of NaH (50% in mineral oil) was suspended in 8 ml of abs. THF and treated at 0° C. with 1.69 g of 4-(diethoxyphosphinyl)-3-methyl-crotonic acid ethyl ester. When the development of H2 had ceased (1/2 hour at 0° C.), 1.04 g of (E)-2-bromo-3-(5,5,8,8-tetramethyl-5,6,7,8-tetrahydro-naphthalen-2-yl)-but-2-enal, dissolved in 8 ml of abs. THF, was added and stirring continued for 3/4 hour at 0° C. and for 1 hour at room temperature. The reaction mixture was then quenched with crashed ice and ex... The reactants are CC(C)CCN, CSc1nc(Cl)c2ccnc-2[nH]1. Product: CSc1nc(NCCC(C)C)c2ccnc-2[nH]1. Reaction SMILES: [CH2:13]([CH2:14][CH:15]([CH3:16])[CH3:17])[NH2:18].[Cl:1][c:2]1[c:3]2[cH:12][cH:11][n:10][c:4]-2[nH:5][c:6]([S:8][CH3:9])[n:7]1>>[c:2]1([NH:18][CH2:13][CH2:14][CH:15]([CH3:16])[CH3:17])[c:3]2[cH:12][cH:11][n:10][c:4]-2[nH:5][c:6]([S:8][CH3:9])[n:7]1.